From a dataset of the Open Reaction Database (ORD), a public repository of structured organic reaction records. describe an organic reaction: reactants, conditions, products, and yield Reactants: CSCOc1cncc(-c2ccc(C(C)(c3ccc(-c4ccc(C(F)(F)F)nn4)cn3)C(C)C)cc2)c1, ClCCCl, F[Xe]F. Yields the product CC(C)C(C)(c1ccc(-c2cncc(OCF)c2)cc1)c1ccc(-c2ccc(C(F)(F)F)nn2)cn1. Reaction SMILES: [CH3:1][C:2]([CH:3]([CH3:4])[CH3:5])([c:6]1[cH:7][cH:8][c:9](-[c:12]2[cH:13][n:14][cH:15][c:16]([O:18][CH2:19][S:20][CH3:21])[cH:17]2)[cH:10][cH:11]1)[c:22]1[cH:23][cH:24][c:25](-[c:28]2[n:29][n:30][c:31]([C:34]([F:35])([F:36])[F:37])[cH:32][cH:33]2)[cH:26][n:27]1.[Cl:41][CH2:42][CH2:43][Cl:44].[Xe:38]([F:39])[F:40]>>[CH3:1][C:2]([CH:3]([CH3:4])[CH3:5])([c:6]1[cH:7][cH:8][c:9](-[c:12]2[cH:13][n:14][cH:15][c:16]([O:18][CH2:19][F:39])[cH:17]2)[cH:10][cH:11]1)[c:22]1[cH:23][cH:24][c:25](-[c:28]2[n:29][n:30][c:31]([C:34]([F:35])([F:36])[F:37])[cH:32][cH:33]2)[cH:26][n:27]1. The reactants are CCNCC, C=O, ClCCl, CCOC(=O)C(Cc1ccc(NC(=O)OC(C)(C)C)nc1)C(=O)O, O. Yields the product C=C(Cc1ccc(NC(=O)OC(C)(C)C)nc1)C(=O)OCC. As a reaction SMILES: [CH2:1]([NH:2][CH2:3][CH3:4])[CH3:5].[CH2:31]=[O:32].[CH2:33]([Cl:34])[Cl:35].[CH2:7]([CH3:8])[O:9][C:10]([CH:11]([C:12]([OH:13])=[O:14])[CH2:15][c:16]1[cH:17][n:18][c:19]([NH:22][C:23](=[O:24])[O:25][C:26]([CH3:27])([CH3:28])[CH3:29])[cH:20][cH:21]1)=[O:30].[OH2:6]>>[CH2:7]([CH3:8])[O:9][C:10]([C:11](=[CH2:12])[CH2:15][c:16]1[cH:17][n:18][c:19]([NH:22][C:23](=[O:24])[O:25][C:26]([CH3:27])([CH3:28])[CH3:29])[cH:20][cH:21]1)=[O:30]. Reactants: ClC1=NC=CC(=C1C(=O)O)C1=CC=CC=C1 (2-chloro-4-phenyl-3-pyridinecarboxylic acid), ClC1=NC=C(C(=C1C(=O)O)C1=CC=CC=C1)C (2-chloro-5-methyl-4-phenyl-3-pyridinecarboxylic acid), NC[C@@H](CO)C ((S)-3-amino-2-methylpropanol), FC(C=1C=C(CNC[C@@H](CO)C)C=C(C1)C(F)(F)F)(F)F (N-[3,5-bis(trifluoromethyl)benzyl]-N-[(S)-3-hydroxy-2-methylpropyl]amine), CS(=O)(=O)OCC1=CC(=CC(=C1)C(F)(F)F)C(F)(F)F (3,5-bis(trifluoromethyl)benzyl methanesulfonate), FC(C=1C=C(CNCCO)C=C(C1)C(F)(F)F)(F)F (N-[3,5-bis(trifluoromethyl)benzyl]-N-(2-hydroxyethyl)amine). The solvent is C1CCOC1 (THF). Product: FC(C=1C=C(CN(C(=O)C=2C(=NC=C(C2C2=CC=CC=C2)C)Cl)C[C@@H](CO)C)C=C(C1)C(F)(F)F)(F)F (N-[3,5-Bis(trifluoromethyl)benzyl]-2-chloro-N-[(S)-3-hydroxy-2-methylpropyl]-5-methyl-4-phenyl-3-pyridinecarboxamide). Reaction SMILES: [Cl:1][C:2]1[C:7]([C:8]([OH:10])=O)=[C:6]([C:11]2[CH:16]=[CH:15][CH:14]=[CH:13][CH:12]=2)[C:5]([CH3:17])=[CH:4][N:3]=1.[F:18][C:19]([F:38])([F:37])[C:20]1[CH:21]=[C:22]([CH:30]=[C:31]([C:33]([F:36])([F:35])[F:34])[CH:32]=1)[CH2:23][NH:24][CH2:25][C@H:26]([CH3:29])[CH2:27][OH:28].CS(OCC1C=C(C(F)(F)F)C=C(C(F)(F)F)C=1)(=O)=O.NC[C@H](C)CO.ClC1C(C(O)=O)=C(C2C=CC=CC=2)C=CN=1.FC(F)(F)C1C=C(C=C(C(F)(F)F)C=1)CNCCO>C1COCC1>[F:18][C:19]([F:37])([F:38])[C:20]1[CH:21]=[C:22]([CH:30]=[C:31]([C:33]([F:34])([F:36])[F:35])[CH:32]=1)[CH2:23][N:24]([CH2:25][C@H:26]([CH3:29])[CH2:27][OH:28])[C:8]([C:7]1[C:2]([Cl:1])=[N:3][CH:4]=[C:5]([CH3:17])[C:6]=1[C:11]1[CH:16]=[CH:15][CH:14]=[CH:13][CH:12]=1)=[O:10]. Reported procedure: The same process as in Step 2 in Reference Example 12 was repeated, except that 2-chloro-5-methyl-4-phenyl-3-pyridinecarboxylic acid was reacted with N-[3,5-bis(trifluoromethyl)benzyl]-N-[(S)-3-hydroxy-2-methylpropyl]amine [this was prepared by reacting 3,5-bis(trifluoromethyl)benzyl methanesulfonate with (S)-3-amino-2-methylpropanol in THF, and this is a colorless oily substance and was identified by NMR(200 MHz, CDCl3) ppm: 0.86(3H,d,J=6.8 Hz), 1.98(1H,m), 2.63(1H,dd,J=9.4,11.8 Hz), 2.70-2.90(... RXN SMILES: [C:1]([N:5]1[C:9](=[O:10])[CH2:8][CH:7]([C:11]2[CH:16]=[CH:15][C:14]([CH2:17][CH:18]([NH:21][S:22]([C:25]3[CH:30]=[CH:29][CH:28]=[C:27]([C:31]([F:34])([F:33])[F:32])[CH:26]=3)(=[O:24])=[O:23])[C:19]#[N:20])=[CH:13][CH:12]=2)[S:6]1(=[O:36])=[O:35])([CH3:4])([CH3:3])[CH3:2].[OH2:37]>>[C:1]([N:5]1[C:9](=[O:10])[CH2:8][CH:7]([C:11]2[CH:12]=[CH:13][C:14]([CH2:17][CH:18]([NH:21][S:22]([C:25]3[CH:30]=[CH:29][CH:28]=[C:27]([C:31]([F:34])([F:32])[F:33])[CH:26]=3)(=[O:24])=[O:23])[C:19]([NH2:20])=[O:37])=[CH:15][CH:16]=2)[S:6]1(=[O:35])=[O:36])([CH3:4])([CH3:2])[CH3:3]. Product: C(C)(C)(C)N1S(C(CC1=O)C1=CC=C(C=C1)CC(C(=O)N)NS(=O)(=O)C1=CC(=CC=C1)C(F)(F)F)(=O)=O (3-[4-(2-tert-Butyl-1,1,3-trioxo-1λ6-isothiazolidin-5-yl)-phenyl]-2-(3-trifluoromethyl -benzenesulfonylamino)-propionamide). Reactants: C(C)(C)(C)N1S(C(CC1=O)C1=CC=C(C=C1)CC(C#N)NS(=O)(=O)C1=CC(=CC=C1)C(F)(F)F)(=O)=O (N-{2-[4-(2-tert-Butyl-1,1,3-trioxo-1λ6-isothiazolidin-5-yl)-phenyl]-1-cyano-ethyl}-3-trifluoromethyl-benzenesulfonamide), O (H2O). Reported procedure: This compound was prepared according to the procedure of Example 1.37, Step 4, using 4.22-B of Step 2 as the starting material. LCMS found for C25H33F3N3O7S2 (M+(H2O)+H)+: m/z=608. The reactants are C(C1=CC=CC=C1)N1C([C@H](CC2=CC(=CC=C12)Br)NS(=O)(=O)C1=CC=CC=C1)=O ((S)—N-(1-Benzyl-6-bromo-2-oxo-1,2,3,4-tetrahydroquinolin-3-yl)-benzenesulfonamide), CN(C)C=O (DMF). Reagents/catalysts: [Pd].C1(=CC=CC=C1)P(C1=CC=CC=C1)C1=CC=CC=C1.C1(=CC=CC=C1)P(C1=CC=CC=C1)C1=CC=CC=C1.C1(=CC=CC=C1)P(C1=CC=CC=C1)C1=CC=CC=C1.C1(=CC=CC=C1)P(C1=CC=CC=C1)C1=CC=CC=C1 (tetrakis(triphenylphosphine)-palladium), [C-]#N.[C-]#N.[Zn+2] (Zn(CN)2). Run in CO (MeOH), O (H2O). Yields the product C(C1=CC=CC=C1)N1C([C@H](CC2=CC(=CC=C12)C#N)NS(=O)(=O)C1=CC=CC=C1)=O ((S)-N-(1-Benzyl-6-cyano-2-oxo-1,2,3,4-tetrahydroquinolin-3-yl)-benzenesulfonamide). RXN SMILES: [CH2:1]([N:8]1[C:17]2[C:12](=[CH:13][C:14](Br)=[CH:15][CH:16]=2)[CH2:11][C@H:10]([NH:19][S:20]([C:23]2[CH:28]=[CH:27][CH:26]=[CH:25][CH:24]=2)(=[O:22])=[O:21])[C:9]1=[O:29])[C:2]1[CH:7]=[CH:6][CH:5]=[CH:4][CH:3]=1.[CH3:30][N:31](C=O)C>CO.O.[Pd].C1(P(C2C=CC=CC=2)C2C=CC=CC=2)C=CC=CC=1.C1(P(C2C=CC=CC=2)C2C=CC=CC=2)C=CC=CC=1.C1(P(C2C=CC=CC=2)C2C=CC=CC=2)C=CC=CC=1.C1(P(C2C=CC=CC=2)C2C=CC=CC=2)C=CC=CC=1.[C-]#N.[C-]#N.[Zn+2]>[CH2:1]([N:8]1[C:17]2[C:12](=[CH:13][C:14]([C:30]#[N:31])=[CH:15][CH:16]=2)[CH2:11][C@H:10]([NH:19][S:20]([C:23]2[CH:28]=[CH:27][CH:26]=[CH:25][CH:24]=2)(=[O:22])=[O:21])[C:9]1=[O:29])[C:2]1[CH:7]=[CH:6][CH:5]=[CH:4][CH:3]=1 |f:4.5.6.7.8,9.10.11|. Reported procedure: A mixture of Example 8 (9 mg, 0.018 mmol), tetrakis(triphenylphosphine)-palladium (22 mg, 0.019 mmol), and Zn(CN)2 (15 mg, 0.128 mmol) in DMF (1 mL) stirring under argon was heated to 120° for 1 h. After cooling to RT, the heterogeneous was diluted with a 80% MeOH in H2O solution and filtered. The filtrate was directly injected to reverse phase preparative HPLC, which provided the title compound (7 mg). HPLC/MS retention time=3.3 min (Phenomenex Luna 5 micron C18 4.6 mm×50 mm column eluted with ... Starting materials: C1=CC=CC=2C3=CC=CC=C3C(C12)=O (9-Fluorenone), C1(=CC=CC=C1)O (phenol), O (water), C1(=CC=CC=C1)CC1=CC=CC=C1 (diphenylmethane), SCCCS(=O)(=O)O (3-Mercaptopropanesulfonic acid). Reaction conditions: temperature 53 celsius. Product: C1(C=CC=C2C3=CC=CC=C3C=C12)=O (fluorenone). RXN SMILES: [CH:1]1[C:13]2[C:12](=O)[C:11]3[C:6](=[CH:7][CH:8]=[CH:9][CH:10]=3)[C:5]=2[CH:4]=[CH:3][CH:2]=1.C1([OH:21])C=CC=CC=1.O.C1(CC2C=CC=CC=2)C=CC=CC=1.SCCCS(O)(=O)=O>>[C:1]1(=[O:21])[C:13]2[C:5]([C:6]3[C:11]([CH:12]=2)=[CH:10][CH:9]=[CH:8][CH:7]=3)=[CH:4][CH:3]=[CH:2]1. Procedure: 9-Fluorenone (3.65 g, 0.0200 mol, 1.00 equiv.), molten phenol (39.6 g, 0.420 mol, 20.8 equiv.), deionized water (0.055 g, 3.06 mmol, 0.151 equiv.) and diphenylmethane (32.83 g) is added to the reactor (reactor design 2). The reaction mixture is heated to 53° C. with stirring under a pad of nitrogen. 3-Mercaptopropanesulfonic acid (0.170 g, 1.10 mmol, 0.0537 equiv.) is added slowly over approximately 1 minute to the reaction mixture at 53° C. The reaction is monitored throughout the reaction peri... Starting materials: CCOC(=O)OCC, CC(=O)c1ccc(OCc2ccccc2)cc1, Cc1ccccc1, [H-], [Na+], O. The product is CCOC(=O)CC(=O)c1ccc(OCc2ccccc2)cc1. As a reaction SMILES: [C:3]([O:4][CH2:5][CH3:6])([O:7][CH2:8][CH3:9])=[O:10].[CH2:11]([c:12]1[cH:13][cH:14][cH:15][cH:16][cH:17]1)[O:18][c:19]1[cH:20][cH:21][c:22]([C:25]([CH3:26])=[O:27])[cH:23][cH:24]1.[CH3:29][c:30]1[cH:31][cH:32][cH:33][cH:34][cH:35]1.[H-:1].[Na+:2].[OH2:28]>>[C:3]([O:7][CH2:8][CH3:9])(=[O:10])[CH2:26][C:25]([c:22]1[cH:21][cH:20][c:19]([O:18][CH2:11][c:12]2[cH:13][cH:14][cH:15][cH:16][cH:17]2)[cH:24][cH:23]1)=[O:27].